Dataset: the Open Reaction Database (ORD), a public repository of structured organic reaction records. Task: describe an organic reaction: reactants, conditions, products, and yield Starting materials: ClC1=C(N)C(=CC=C1)Cl (2,6-dichloroaniline), OO (hydrogen peroxide), O (water). Reaction SMILES: [Cl:1][C:2]1[CH:8]=[CH:7][CH:6]=[C:5]([Cl:9])[C:3]=1[NH2:4].[OH:10]O.O>C(O)(=O)C>[Cl:1][C:2]1[CH:8]=[CH:7][CH:6]=[C:5]([Cl:9])[C:3]=1[N:4]=[O:10]. Product: ClC1=C(C(=CC=C1)Cl)N=O (2,6-DICHLORONITROSOBENZENE). Solvent: C(C)(=O)O (acetic acid). Reaction conditions: temperature 5 celsius. Procedure: To a solution of 2,6-dichloroaniline (42.3 g, 0.26 mole) in glacial acetic acid (520 ml) in a 1 litre conical flask at room temperature, was added 100 vol hydrogen peroxide (157 ml, 1.38 mole). The flask was plugged with absorbant cotton, and set aside on a thermostatically controlled water bath at a temperature of 25°-30° C. for 70 hours. The flask was then cooled to 5° C., and the crystalline solid collected on a sintered glass funnel, washed with ethanol-pet. ether (40°-60°) (200 ml, 1:1, v/v... The reactants are FC=1C=C2N=CC(=NC2=CC1F)N1CC2CNCC2C1 (6,7-Difluoro-2-(hexahydropyrrolo[3,4-c]pyrrol-2(1H)-yl)quinoxaline), FC1=C(C(=O)O)C(=CC=C1)N1N=CC=N1 (2-fluoro-6-(2H-1,2,3-triazol-2-yl)benzoic acid). Yields the product FC=1C=C2N=CC(=NC2=CC1F)N1CC2C(C1)CN(C2)C(=O)C2=C(C=CC=C2N2N=CC=N2)F ((5-(6,7-Difluoroquinoxalin-2-yl)hexahydropyrrolo[3,4-c]pyrrol-2(1H)-yl)(2-fluoro-6-(2H-1,2,3-triazol-2-yl)phenyl)methanone). Reaction SMILES: [F:1][C:2]1[CH:3]=[C:4]2[C:9](=[CH:10][C:11]=1[F:12])[N:8]=[C:7]([N:13]1[CH2:20][CH:19]3[CH:15]([CH2:16][NH:17][CH2:18]3)[CH2:14]1)[CH:6]=[N:5]2.[F:21][C:22]1[CH:30]=[CH:29][CH:28]=[C:27]([N:31]2[N:35]=[CH:34][CH:33]=[N:32]2)[C:23]=1[C:24](O)=[O:25]>>[F:1][C:2]1[CH:3]=[C:4]2[C:9](=[CH:10][C:11]=1[F:12])[N:8]=[C:7]([N:13]1[CH2:14][CH:15]3[CH2:16][N:17]([C:24]([C:23]4[C:27]([N:31]5[N:35]=[CH:34][CH:33]=[N:32]5)=[CH:28][CH:29]=[CH:30][C:22]=4[F:21])=[O:25])[CH2:18][CH:19]3[CH2:20]1)[CH:6]=[N:5]2. Procedure: The title compound was prepared in a manner analogous to Example 15, utilizing Intermediate 44 and 2-fluoro-6-(2H-1,2,3-triazol-2-yl)benzoic acid. MS (ESI): mass calculated for C23H18F3N7O, 465.2; m/z found 466.1 [M+H]+. 1H NMR (500 MHz, CDCl3): 8.32-8.24 (m, 1H), 7.90-7.79 (m, 2H), 7.68 (s, 1H), 7.65 (ddd, J=10.7, 8.5, 4.2, 1H), 7.55-7.38 (m, 2H), 7.22-7.10 (m, 1H), 4.13-3.48 (m, 7H), 3.40-3.05 (m, 3H). The product is C(#N)CC(CC(=O)OC)=O (methyl 4-cyano-3-oxobutanoate). Yield: 85.3%. Procedure: 10.0 g of potassium cyanide was dissolved in 400 ml of methanol, to which then 24.8 g of methyl 4-bromo-3-oxobutanoate was added dropwise from a dropping funnel over 20 minutes. Methyl 4-bromo-3-oxobutanoate remaining in the dripping funnel was dissolved further in 10 ml of methanol and added dropwise, and the mixture was stirred with cooling on ice for 1 hour and at room temperature for 2 hours. Subsequently, the reaction mixture was cooled on ice, and treated dropwise with 3 ml of a concentrat... Solvent: CO (methanol), CO (methanol). RXN SMILES: [C-:1]#[N:2].[K+].Br[CH2:5][C:6](=[O:12])[CH2:7][C:8]([O:10][CH3:11])=[O:9].Cl>CO>[C:1]([CH2:5][C:6](=[O:12])[CH2:7][C:8]([O:10][CH3:11])=[O:9])#[N:2] |f:0.1|. Reactants: BrCC(CC(=O)OC)=O (Methyl 4-bromo-3-oxobutanoate), Cl (hydrochloric acid), [C-]#N.[K+] (potassium cyanide), BrCC(CC(=O)OC)=O (methyl 4-bromo-3-oxobutanoate). Reactants: BrC1=CC(=C(C(=C1)C)SC1=NC(=NC(=C1[N+](=O)[O-])C)NC1=CC=C(C#N)C=C1)C (4-(4-(4-bromo-2,6-dimethylphenylthio)-6-methyl-5-nitropyrimidin-2-ylamino)benzonitrile), C(C)(C)(C)OC(N(C)C)N(C)C (tert-butoxybis(dimethylamino) methane). Solvent: CN(C)C=O (DMF). Run at time 8 hour. Product: BrC1=CC(=C(C(=C1)C)SC1=NC(=NC(=C1[N+](=O)[O-])\C=C\N(C)C)NC1=CC=C(C#N)C=C1)C (4-(4-(4-bromo-2,6-dimethylphenylthio)-6-((E)-2-(dimethylamino)vinyl)-5-nitropyrimidin-2-ylamino)benzonitrile). Reaction SMILES: [Br:1][C:2]1[CH:7]=[C:6]([CH3:8])[C:5]([S:9][C:10]2[C:15]([N+:16]([O-:18])=[O:17])=[C:14]([CH3:19])[N:13]=[C:12]([NH:20][C:21]3[CH:28]=[CH:27][C:24]([C:25]#[N:26])=[CH:23][CH:22]=3)[N:11]=2)=[C:4]([CH3:29])[CH:3]=1.C(O[CH:35](N(C)C)[N:36]([CH3:38])[CH3:37])(C)(C)C>CN(C=O)C>[Br:1][C:2]1[CH:7]=[C:6]([CH3:8])[C:5]([S:9][C:10]2[C:15]([N+:16]([O-:18])=[O:17])=[C:14](/[CH:19]=[CH:35]/[N:36]([CH3:38])[CH3:37])[N:13]=[C:12]([NH:20][C:21]3[CH:28]=[CH:27][C:24]([C:25]#[N:26])=[CH:23][CH:22]=3)[N:11]=2)=[C:4]([CH3:29])[CH:3]=1. Procedure: To a mixture of 4-(4-(4-bromo-2,6-dimethylphenylthio)-6-methyl-5-nitropyrimidin-2-ylamino)benzonitrile (50 mmol) in DMF (300 ml) is added tert-butoxybis(dimethylamino) methane (60 mmol) over 15 minutes. The mixture is stirred at room temperature overnight. DMF is partially removed. The residue is washed with water and extracted with ethyl acetate (×3). The combined organic layers are washed with brine, dried (MgSO4) and concentrated to dryness to give the desired product which is used in next st... Starting materials: N#CCNC(=O)C1CC(S(=O)(=O)c2ccccc2Cl)CN1, Cl, OC(c1ccccc1)C(F)(F)F. Yields the product N#CCNC(=O)C1CC(S(=O)(=O)c2ccccc2Cl)CN1C(c1ccccc1)C(F)(F)F. RXN SMILES: [C:2](#[N:3])[CH2:4][NH:5][C:6](=[O:7])[CH:8]1[NH:9][CH2:10][CH:11]([S:13](=[O:14])(=[O:15])[c:16]2[c:17]([Cl:22])[cH:18][cH:19][cH:20][cH:21]2)[CH2:12]1.[ClH:1].[c:23]1([CH:29]([C:30]([F:31])([F:32])[F:33])[OH:34])[cH:24][cH:25][cH:26][cH:27][cH:28]1>>[C:2](#[N:3])[CH2:4][NH:5][C:6](=[O:7])[CH:8]1[N:9]([CH:29]([c:23]2[cH:24][cH:25][cH:26][cH:27][cH:28]2)[C:30]([F:31])([F:32])[F:33])[CH2:10][CH:11]([S:13](=[O:14])(=[O:15])[c:16]2[c:17]([Cl:22])[cH:18][cH:19][cH:20][cH:21]2)[CH2:12]1. Reactants: O=C([O-])[O-], CS(C)=O, [K+], [K+], CC(C)CN(CC(O)COc1cccc2[nH]c3ccccc3c12)c1ccc(OCCCC#N)cc1, OO. Product: CC(C)CN(CC(O)COc1cccc2[nH]c3ccccc3c12)c1ccc(OCCCC(N)=O)cc1. Reaction SMILES: [C:36]([O-:37])(=[O:38])[O-:39].[CH3:44][S:45]([CH3:46])=[O:47].[K+:40].[K+:41].[OH:1][CH:2]([CH2:3][O:4][c:5]1[cH:6][cH:7][cH:8][c:9]2[nH:10][c:11]3[cH:12][cH:13][cH:14][cH:15][c:16]3[c:17]12)[CH2:18][N:19]([CH2:20][CH:21]([CH3:22])[CH3:23])[c:24]1[cH:25][cH:26][c:27]([O:30][CH2:31][CH2:32][CH2:33][C:34]#[N:35])[cH:28][cH:29]1.[OH:42][OH:43]>>[OH:1][CH:2]([CH2:3][O:4][c:5]1[cH:6][cH:7][cH:8][c:9]2[nH:10][c:11]3[cH:12][cH:13][cH:14][cH:15][c:16]3[c:17]12)[CH2:18][N:19]([CH2:20][CH:21]([CH3:22])[CH3:23])[c:24]1[cH:25][cH:26][c:27]([O:30][CH2:31][CH2:32][CH2:33][C:34]([NH2:35])=[O:37])[cH:28][cH:29]1. Reactants: [H-].[Na+] (sodium hydride), N1=CC=CC2=CC=C(C=C12)OCCO (2-(7quinolyloxy)ethanol), COC(C(C1=CC=C(C=C1)O)=O)=O (4-hydroxy-alpha-oxobenzeneacetic acid methyl ester), S(C)(=O)(=O)[O-] (mesylate). Reagents/catalysts: C(C)(=O)O (acetic acid). Run in CN(C=O)C (dimethylformamide). Conditions: temperature 60 celsius, time 15 minute. Yields the product COC(C(C1=CC=C(C=C1)OCCOC1=CC=C2C=CC=NC2=C1)=O)=O (alpha-oxo-4-[[2-(7-quinolyloxy)ethyl]oxy]benzeneacetic acid methyl ester). Yield: 44.1%. Reaction SMILES: [CH3:1][O:2][C:3](=[O:13])[C:4](=[O:12])[C:5]1[CH:10]=[CH:9][C:8]([OH:11])=[CH:7][CH:6]=1.[H-].[Na+].S([O-])(=O)(=O)C.[N:21]1[C:30]2[C:25](=[CH:26][CH:27]=[C:28]([O:31][CH2:32][CH2:33]O)[CH:29]=2)[CH:24]=[CH:23][CH:22]=1>CN(C)C=O.C(O)(=O)C>[CH3:1][O:2][C:3](=[O:13])[C:4](=[O:12])[C:5]1[CH:10]=[CH:9][C:8]([O:11][CH2:33][CH2:32][O:31][C:28]2[CH:29]=[C:30]3[C:25]([CH:24]=[CH:23][CH:22]=[N:21]3)=[CH:26][CH:27]=2)=[CH:7][CH:6]=1 |f:1.2|. Reported procedure: A stirred mixture of 4-hydroxy-alpha-oxobenzeneacetic acid methyl ester (1.267 g) in dimethylformamide (10 mL) under argon was treated with 55% sodium hydride (0.305 g), stirred for 15 minutes and treated with the mesylate prepared from 1.135 g of 2-(7quinolyloxy)ethanol. The mixture was heated under argon at 60° C. for 5 hours. The cooled mixture was treated with glacial acetic acid (2 drops) and the volatiles were removed under vacuum. The residue was mixed with dichloromethane and dilute cold... The reactants are ClC1=C(N)C=C(C=C1)[N+](=O)[O-] (2-chloro-5-nitroaniline), ClC1=C(N)C=C(C=C1)C(CCCCCCCCCCCCC)=O (2-chloro-5-tetradecanoylaniline), C(C)OC(C=C(OCC)OCC)=O (β,β-diethoxyacrylic acid ethyl ester). Reported procedure: Using the same procedure as Method (a) of Synthesis Example 1, in place of 2-chloro-5-nitroaniline, 152 g of 2-chloro-5-tetradecanoylaniline was reacted with 94 g of β,β-diethoxyacrylic acid ethyl ester at 130°-150°C for 3 hours to give β-(2-chloro-5-tetradecanoylaminoanilino)-β-ethoxyacrylic acid ethyl ester. The product was, without being isolated and purified, mixed with 106 g of 2,4,6-trichlorophenylhydrazine and 500 ml of acetic acid and the mixture was refluxed for 2 hours. After distillin... The product is C(C)OC(C=C(OCC)NC1=C(C=CC(=C1)NC(CCCCCCCCCCCCC)=O)Cl)=O (β-(2-chloro-5-tetradecanoylaminoanilino)-β-ethoxyacrylic acid ethyl ester). Reaction SMILES: [Cl:1][C:2]1[CH:8]=[CH:7][C:6]([N+:9]([O-])=O)=[CH:5][C:3]=1[NH2:4].ClC1C=CC([C:20](=[O:34])[CH2:21][CH2:22][CH2:23][CH2:24][CH2:25][CH2:26][CH2:27][CH2:28][CH2:29][CH2:30][CH2:31][CH2:32][CH3:33])=CC=1N.[CH2:35]([O:37][C:38](=[O:47])[CH:39]=[C:40](OCC)[O:41][CH2:42][CH3:43])[CH3:36]>>[CH2:35]([O:37][C:38](=[O:47])[CH:39]=[C:40]([NH:4][C:3]1[CH:5]=[C:6]([NH:9][C:20](=[O:34])[CH2:21][CH2:22][CH2:23][CH2:24][CH2:25][CH2:26][CH2:27][CH2:28][CH2:29][CH2:30][CH2:31][CH2:32][CH3:33])[CH:7]=[CH:8][C:2]=1[Cl:1])[O:41][CH2:42][CH3:43])[CH3:36]. The reactants are CO, COC(=O)c1ccc(C2CC2)cc1C, [Na+], [OH-]. Yields the product Cc1cc(C2CC2)ccc1C(=O)O. Reaction SMILES: [CH3:17][OH:18].[CH:1]1([c:4]2[cH:5][c:6]([CH3:14])[c:7]([C:8](=[O:9])[O:10][CH3:11])[cH:12][cH:13]2)[CH2:2][CH2:3]1.[Na+:16].[OH-:15]>>[CH:1]1([c:4]2[cH:5][c:6]([CH3:14])[c:7]([C:8](=[O:9])[OH:10])[cH:12][cH:13]2)[CH2:2][CH2:3]1. Reactants: CC1=C(CCl)C(=CC(=C1)C)C (2,4,6-trimethylbenzyl chloride), ClC1=CC=C(C=2C(C3=C(C=CC=C3C(C12)=O)O)=O)Cl (1,4-dichloro-5-hydroxy-9,10-anthracenedione), C([O-])([O-])=O.[Cs+].[Cs+] (cesium carbonate), CC1=C(CCl)C(=CC(=C1)C)C (2,4,6-trimethylbenzyl chloride), CC(=O)C (acetone). The reagents and catalysts are C([O-])([O-])=O.[Cs+].[Cs+] (cesium carbonate). Solvent: CN(C=O)C (N,N-dimethylformamide). Run at temperature 10 celsius. Yields the product ClC1=CC=C(C=2C(C3=C(C=CC=C3C(C12)=O)OCC1=C(C=C(C=C1C)C)C)=O)Cl (1,4-Dichloro-5-[(2,4,6-trimethylphenyl)methoxy]-9,10-anthracenedione). Isolated yield 77.7%. RXN SMILES: [Cl:1][C:2]1[C:15]2[C:14](=[O:16])[C:13]3[C:8](=[C:9]([OH:17])[CH:10]=[CH:11][CH:12]=3)[C:7](=[O:18])[C:6]=2[C:5]([Cl:19])=[CH:4][CH:3]=1.C(=O)([O-])[O-].[Cs+].[Cs+].[CH3:26][C:27]1[CH:34]=[C:33]([CH3:35])[CH:32]=[C:31]([CH3:36])[C:28]=1[CH2:29]Cl.CC(C)=O>C(=O)([O-])[O-].[Cs+].[Cs+].CN(C)C=O>[Cl:1][C:2]1[C:15]2[C:14](=[O:16])[C:13]3[C:8](=[C:9]([O:17][CH2:29][C:28]4[C:31]([CH3:36])=[CH:32][C:33]([CH3:35])=[CH:34][C:27]=4[CH3:26])[CH:10]=[CH:11][CH:12]=3)[C:7](=[O:18])[C:6]=2[C:5]([Cl:19])=[CH:4][CH:3]=1 |f:1.2.3,6.7.8|. Procedure: A mechanically stirred mixture of 550.6 g (1.88 mol) of 1,4-dichloro-5-hydroxy-9,10-anthracenedione (1), 413.4 g (2.14 mol) of anhydrous cesium carbonate, 444 g, (2.4 mol) of 2,4,6-trimethylbenzyl chloride, 7.06 l of acetone, and 2.31 l of N,N-dimethylformamide was heated at reflux for 23 hr. During this period, additional portions of 2,4,6-trimethylbenzyl chloride (2.5 hr, 31.7 g; 6.5 hr, 63.4 g; 20 hr, 31.7 g) and one portion of cesium carbonate (20 hr, 4.8 g) were added. The mixture was coole...